Dataset: the Open Reaction Database (ORD), a public repository of structured organic reaction records. Task: describe an organic reaction: reactants, conditions, products, and yield The reactants are O=[N+]([O-])c1ccc(F)nc1, Nc1ncnc2[nH]nc(I)c12, [K+], [K+], O=C([O-])[O-], CN(C)C=O, O. Product: Nc1ncnc2c1c(I)nn2-c1ccc([N+](=O)[O-])cn1. Reaction SMILES: [F:12][c:13]1[n:14][cH:15][c:16]([N+:19](=[O:20])[O-:21])[cH:17][cH:18]1.[I:1][c:2]1[n:3][nH:4][c:5]2[n:6][cH:7][n:8][c:9]([NH2:11])[c:10]12.[K+:22].[K+:23].[O-:24][C:25]([O-:26])=[O:27].[O:29]=[CH:30][N:31]([CH3:32])[CH3:33].[OH2:28]>>[I:1][c:2]1[n:3][n:4](-[c:13]2[n:14][cH:15][c:16]([N+:19](=[O:20])[O-:21])[cH:17][cH:18]2)[c:5]2[n:6][cH:7][n:8][c:9]([NH2:11])[c:10]12.